Dataset: the Open Reaction Database (ORD), a public repository of structured organic reaction records. Task: describe an organic reaction: reactants, conditions, products, and yield RXN SMILES: [C:1]([CH3:2])([CH3:3])([CH3:4])[O:5][C:6](=[O:7])[NH:8][CH:9]([C:10](=[O:11])[OH:12])[CH2:13][CH2:14][C:15](=[O:16])[O:17][CH3:18].[CH2:21]1[O:22][CH2:23][CH2:24][CH2:25]1.[CH3:19][OH:20]>>[C:1]([CH3:2])([CH3:3])([CH3:4])[O:5][C:6](=[O:7])[NH:8][CH:9]([CH2:10][OH:11])[CH2:13][CH2:14][C:15](=[O:16])[O:17][CH3:18]. The product is COC(=O)CCC(CO)NC(=O)OC(C)(C)C. Reactants: COC(=O)CCC(NC(=O)OC(C)(C)C)C(=O)O, C1CCOC1, CO. The reactants are C(C1=CC=CC=C1)=O (benzaldehyde), C(C)[SiH](CC)CC (triethylsilane), C(C)[SiH](CC)CC (triethylsilane), NC1=CC(N(C=C1)C=1SC(=C(N1)C)C(=O)NCC1=CC=CC=C1)=O (2-(4-amino-2-oxopyridin-1(2H)-yl)-N-benzyl-4-methylthiazole-5-carboxamide), FC(C(=O)O)(F)F (trifluoroacetic acid), C(C1=CC=CC=C1)=O (benzaldehyde). Solvent: C(Cl)(Cl)Cl (chloroform). Run at time 15 minute. Product: C(C1=CC=CC=C1)NC(=O)C1=C(N=C(S1)N1C(C=C(C=C1)NCC1=CC=CC=C1)=O)C (N-benzyl-2-(4-(benzylamino)-2-oxopyridin-1(2H)-yl)-4-methylthiazole-5-carboxamide). Yield: 79.2%. As a reaction SMILES: [NH2:1][C:2]1[CH:7]=[CH:6][N:5]([C:8]2[S:9][C:10]([C:14]([NH:16][CH2:17][C:18]3[CH:23]=[CH:22][CH:21]=[CH:20][CH:19]=3)=[O:15])=[C:11]([CH3:13])[N:12]=2)[C:4](=[O:24])[CH:3]=1.FC(F)(F)C(O)=O.[CH:32](=O)[C:33]1[CH:38]=[CH:37][CH:36]=[CH:35][CH:34]=1.C([SiH](CC)CC)C>C(Cl)(Cl)Cl>[CH2:17]([NH:16][C:14]([C:10]1[S:9][C:8]([N:5]2[CH:6]=[CH:7][C:2]([NH:1][CH2:32][C:33]3[CH:38]=[CH:37][CH:36]=[CH:35][CH:34]=3)=[CH:3][C:4]2=[O:24])=[N:12][C:11]=1[CH3:13])=[O:15])[C:18]1[CH:23]=[CH:22][CH:21]=[CH:20][CH:19]=1. Reported procedure: To a solution of 2-(4-amino-2-oxopyridin-1(2H)-yl)-N-benzyl-4-methylthiazole-5-carboxamide (0.30 g, 0.88 mmol) and trifluoroacetic acid (15 mL) in chloroform (20 mL) was added benzaldehyde (0.10 mL, 0.98 mmol). The reaction mixture was stirred for 15 minutes at ambient temperature, then triethylsilane (0.15 mL, 1.00 mmol) was added. The reaction mixture was kept stirring for 2 hours at ambient temperature, then another portion of benzaldehyde (0.10 mL, 0.98 mmol) and triethylsilane (0.15 mL, 1.0... Starting materials: C(N)(=O)COC[C@@H]1C=2C=3C(=NC=NC3SC2CC1)OC1CCC(CC1)N(C(OC(C)(C)C)=O)C (tert-butyl N-(4-[[(3S)-3-[(carbamoylmethoxy)methyl]-7-thia-9,11-diazatricyclo[6.4.0.0[2,6]]dodeca-1(8),2(6),9,11-tetraen-12-yl]oxy]cyclohexyl)-N-methylcarbamate), Cl (hydrochloric acid). Solvent: ClCCl (dichloromethane). Conditions: temperature 0 celsius, time 1 hour. Product: Cl.CNC1CCC(CC1)OC1=NC=NC=2SC=3CC[C@@H](C3C12)COCC(=O)N (2-[[(3S)-12-[[4-(methylamino)cyclohexyl]oxy]-7-thia-9,11-diazatricyclo[6.4.0.0[2,6]]dodeca-1(8),2(6),9,11-tetraen-3-yl]methoxy]acetamide hydrochloride). RXN SMILES: [C:1]([CH2:4][O:5][CH2:6][C@H:7]1[CH2:18][CH2:17][C:16]2[S:15][C:14]3[N:13]=[CH:12][N:11]=[C:10]([O:19][CH:20]4[CH2:25][CH2:24][CH:23]([N:26](C)[C:27](=O)OC(C)(C)C)[CH2:22][CH2:21]4)[C:9]=3[C:8]1=2)(=[O:3])[NH2:2].[ClH:35]>ClCCl>[ClH:35].[CH3:27][NH:26][CH:23]1[CH2:24][CH2:25][CH:20]([O:19][C:10]2[C:9]3[C:8]4[C@@H:7]([CH2:6][O:5][CH2:4][C:1]([NH2:2])=[O:3])[CH2:18][CH2:17][C:16]=4[S:15][C:14]=3[N:13]=[CH:12][N:11]=2)[CH2:21][CH2:22]1 |f:3.4|. Procedure details: A solution of tert-butyl N-(4-[[(3S)-3-[(carbamoylmethoxy)methyl]-7-thia-9,11-diazatricyclo[6.4.0.0[2,6]]dodeca-1(8),2(6),9,11-tetraen-12-yl]oxy]cyclohexyl)-N-methylcarbamate (115 mg, 0.23 mmol, 1.00 equiv) in dichloromethane (4 mL) cooled down to 0° C. was added hydrochloric acid (12 M, 0.5 mL). The resulting solution was stirred for 1 h at 0° C. and concentrated in vacuo to give 2-[[(3S)-12-[[4-(methylamino)cyclohexyl]oxy]-7-thia-9,11-diazatricyclo[6.4.0.0[2,6]]dodeca-1(8),2(6),9,11-tetraen-3-... The reactants are C(C)(C)(C)OC(=O)N1[C@H](C(=O)O)C[C@H](C1)NC(=O)OC(C)(C)C (N-tert-butoxycarbonyl-trans-4-(N-tert-butoxycarbonylamino)-L-proline), N1=CC(=CC2=CC=CC=C12)NC([C@H]1NC[C@@H](C1)NC([C@@H](CCC1=CC=CC=C1)O)=O)=O (trans-4-((R)-2-hydroxy-4-phenylbutyrylamino)-L-proline 3-quinolylamide), ON1N=NC2=C1C=CC=C2 (1-hydroxybenzotriazole), Cl.CN(CCCN=C=NCC)C (1-(3-dimethylaminopropyl)-3-ethylcarbodiimide hydrochloride). Run in ClCCl (dichloromethane), C(C)N(CC)CC (Triethylamine). Conditions: time 16.5 hour. Yields the product N1=CC(=CC2=CC=CC=C12)NC([C@H]1N(C[C@@H](C1)NC([C@@H](CCC1=CC=CC=C1)O)=O)C([C@H]1N(C[C@@H](C1)NC(=O)OC(C)(C)C)C(=O)OC(C)(C)C)=O)=O (N-tert-Butoxycarbonyl-trans-4-(N-tert-Butoxycarbonylamino)-L-Prolyl-trans-4-((R)-2-Hydroxy-4-Phenylbutyrylamino)-L-Proline 3-Quinolylamide). As a reaction SMILES: ON1C2C=CC=CC=2N=N1.Cl.CN(C)CCCN=C=NCC.[C:23]([O:27][C:28]([N:30]1[CH2:37][C@H:36]([NH:38][C:39]([O:41][C:42]([CH3:45])([CH3:44])[CH3:43])=[O:40])[CH2:35][C@H:31]1[C:32]([OH:34])=O)=[O:29])([CH3:26])([CH3:25])[CH3:24].[N:46]1[C:55]2[C:50](=[CH:51][CH:52]=[CH:53][CH:54]=2)[CH:49]=[C:48]([NH:56][C:57](=[O:76])[C@@H:58]2[CH2:62][C@@H:61]([NH:63][C:64](=[O:75])[C@H:65]([OH:74])[CH2:66][CH2:67][C:68]3[CH:73]=[CH:72][CH:71]=[CH:70][CH:69]=3)[CH2:60][NH:59]2)[CH:47]=1>ClCCl.C(N(CC)CC)C>[N:46]1[C:55]2[C:50](=[CH:51][CH:52]=[CH:53][CH:54]=2)[CH:49]=[C:48]([NH:56][C:57](=[O:76])[C@@H:58]2[CH2:62][C@@H:61]([NH:63][C:64](=[O:75])[C@H:65]([OH:74])[CH2:66][CH2:67][C:68]3[CH:73]=[CH:72][CH:71]=[CH:70][CH:69]=3)[CH2:60][N:59]2[C:32](=[O:34])[C@@H:31]2[CH2:35][C@@H:36]([NH:38][C:39]([O:41][C:42]([CH3:44])([CH3:43])[CH3:45])=[O:40])[CH2:37][N:30]2[C:28]([O:27][C:23]([CH3:25])([CH3:26])[CH3:24])=[O:29])[CH:47]=1 |f:1.2|. Procedure details: Triethylamine (30 μL), 1-hydroxybenzotriazole (28 mg), and 1-(3-dimethylaminopropyl)-3-ethylcarbodiimide hydrochloride (42 mg) were added to a cold (0° C.) stirred solution of N-tert-butoxycarbonyl-trans-4-(N-tert-butoxycarbonylamino)-L-proline (O, 76 mg) and trans-4-((R)-2-hydroxy-4-phenylbutyrylamino)-L-proline 3-quinolylamide(H, 76 mg) in dichloromethane (10 mL). The mixture was stirred at room temperature for 16.5 hr and evaporated in vacuo. The residue was diluted with ethyl acetate and was...